Task: describe an organic reaction: reactants, conditions, products, and yield. Dataset: the Open Reaction Database (ORD), a public repository of structured organic reaction records Reactants: CCOC(=O)C1CC(=O)CC1C(=O)N1CCOCC1, [Cl-], [Cl-], [Cl-], [Mg+2], [Na+], [Na+], O=CC(O)C(O)C(O)C(O)CO, [OH-], O=S(=O)(O)CCN1CCOCC1. The product is CCOC(=O)C1CC(O)CC1C(=O)N1CCOCC1. Reaction SMILES: [CH2:1]([CH3:2])[O:3][C:4](=[O:5])[CH:6]1[CH:7]([C:12](=[O:13])[N:14]2[CH2:15][CH2:16][O:17][CH2:18][CH2:19]2)[CH2:8][C:9](=[O:11])[CH2:10]1.[Cl-:44].[Cl-:46].[Cl-:50].[Mg+2:45].[Na+:48].[Na+:49].[O:32]=[CH:33][CH:34]([CH:35]([CH:36]([CH:37]([CH2:38][OH:39])[OH:40])[OH:41])[OH:42])[OH:43].[OH-:47].[OH:20][S:21]([CH2:22][CH2:23][N:24]1[CH2:25][CH2:26][O:27][CH2:28][CH2:29]1)(=[O:30])=[O:31]>>[CH2:1]([CH3:2])[O:3][C:4](=[O:5])[CH:6]1[CH:7]([C:12](=[O:13])[N:14]2[CH2:15][CH2:16][O:17][CH2:18][CH2:19]2)[CH2:8][CH:9]([OH:11])[CH2:10]1. Reactants: ClCCCCC(C1=CC(=C(C(=C1)F)F)F)C1=NC(=NN1)NC1=CC(=C(C=C1)N1C=NC(=C1)Cl)OC (5-(5-chloro-1-(3,4,5-trifluorophenyl)pentyl)-N-(4-(4-chloro-1H-imidazol-1-yl)-3-methoxyphenyl)-1H-1,2,4-triazol-3-amine), [I-].[Na+] (sodium iodide). Solvent: CC(=O)C (acetone). Yields the product ClC=1N=CN(C1)C1=C(C=C(C=C1)NC1=NN2C(C(CCCC2)C2=CC(=C(C(=C2)F)F)F)=N1)OC (N-(4-(4-chloro-1H-imidazol-1-yl)-3-methoxyphenyl)-9-(3,4,5-trifluorophenyl)-6,7,8,9-tetrahydro-5H-[1,2,4]triazolo[1,5-a]azepin-2-amine). Yield: 17.0%. As a reaction SMILES: Cl[CH2:2][CH2:3][CH2:4][CH2:5][CH:6]([C:16]1[NH:20][N:19]=[C:18]([NH:21][C:22]2[CH:27]=[CH:26][C:25]([N:28]3[CH:32]=[C:31]([Cl:33])[N:30]=[CH:29]3)=[C:24]([O:34][CH3:35])[CH:23]=2)[N:17]=1)[C:7]1[CH:12]=[C:11]([F:13])[C:10]([F:14])=[C:9]([F:15])[CH:8]=1.[I-].[Na+]>CC(C)=O>[Cl:33][C:31]1[N:30]=[CH:29][N:28]([C:25]2[CH:26]=[CH:27][C:22]([NH:21][C:18]3[N:17]=[C:16]4[CH:6]([C:7]5[CH:12]=[C:11]([F:13])[C:10]([F:14])=[C:9]([F:15])[CH:8]=5)[CH2:5][CH2:4][CH2:3][CH2:2][N:20]4[N:19]=3)=[CH:23][C:24]=2[O:34][CH3:35])[CH:32]=1 |f:1.2|. Procedure details: A solution of 5-(5-chloro-1-(3,4,5-trifluorophenyl)pentyl)-N-(4-(4-chloro-1H-imidazol-1-yl)-3-methoxyphenyl)-1H-1,2,4-triazol-3-amine (2.66 g, 5.06 mmol), sodium iodide (3.79 g, 25.3 mmol), and diisoproplylethylamine (1.77 mL, 10.1 mmol) in acetone (40 mL) was heated in a sealed vessel at 100° C. for 2 h. The reaction was concentrated in vacuo. The crude product was purified using silica gel column chromatography (35-50% EtOAc/chloroform, linear gradient) to afford 420 mg (17% yield) of the titl...